This data is from the Open Reaction Database (ORD), a public repository of structured organic reaction records. The task is: describe an organic reaction: reactants, conditions, products, and yield The yield is 12.4%. Reagents/catalysts: [Pd].C1(=CC=CC=C1)P(C1=CC=CC=C1)C1=CC=CC=C1.C1(=CC=CC=C1)P(C1=CC=CC=C1)C1=CC=CC=C1.C1(=CC=CC=C1)P(C1=CC=CC=C1)C1=CC=CC=C1.C1(=CC=CC=C1)P(C1=CC=CC=C1)C1=CC=CC=C1 (tetrakis-(triphenylphosphine) palladium(0)). Run at temperature 120 celsius, time 15 minute. Reported procedure: 0.251 g (0.609 mmol) N-(2,6-dimethoxybenzyl)-N′-(5-iodopyridin-2-yl)guanidine, 0.100 g (0.792 mmol) phenylboric acid, 0.194 g (1.829 mmol) sodium carbonate, and 0.035 g (0.030 mmol) tetrakis-(triphenylphosphine) palladium(0) were combined and added to 7.0 mL of a solvent mixture of 1,2-dimethoxyethane/water/ethanol (7:3:2). The mixture was degassed under a strong nitrogen stream and reacted by heating for 60 min at 120° C. in a CEM microwave (230 watts). To prevent precipitation of product, the ... The solvent is COCCOC.O.C(C)O (1,2-dimethoxyethane water ethanol). Starting materials: solvent, COC1=C(CNC(=N)NC2=NC=C(C=C2)I)C(=CC=C1)OC (N-(2,6-dimethoxybenzyl)-N′-(5-iodopyridin-2-yl)guanidine), C1(=CC=CC=C1)OB(O)O (phenylboric acid), C([O-])([O-])=O.[Na+].[Na+] (sodium carbonate). Product: C(C)(=O)O.COC1=C(CNC(=N)NC2=NC=C(C=C2)C2=CC=CC=C2)C(=CC=C1)OC (N-(2,6-Dimethoxybenzyl)-N′-(5-phenylpyridin-2-yl) guanidine acetate). As a reaction SMILES: [CH3:1][O:2][C:3]1[CH:20]=[CH:19][CH:18]=[C:17]([O:21][CH3:22])[C:4]=1[CH2:5][NH:6][C:7]([NH:9][C:10]1[CH:15]=[CH:14][C:13](I)=[CH:12][N:11]=1)=[NH:8].[C:23]1([O:29]B(O)O)[CH:28]=[CH:27][CH:26]=[CH:25][CH:24]=1.C(=O)([O-])[O-].[Na+].[Na+]>[Pd].C1(P(C2C=CC=CC=2)C2C=CC=CC=2)C=CC=CC=1.C1(P(C2C=CC=CC=2)C2C=CC=CC=2)C=CC=CC=1.C1(P(C2C=CC=CC=2)C2C=CC=CC=2)C=CC=CC=1.C1(P(C2C=CC=CC=2)C2C=CC=CC=2)C=CC=CC=1.COCCOC.O.C(O)C>[C:17]([OH:21])(=[O:29])[CH3:18].[CH3:1][O:2][C:3]1[CH:20]=[CH:19][CH:18]=[C:17]([O:21][CH3:22])[C:4]=1[CH2:5][NH:6][C:7]([NH:9][C:10]1[CH:15]=[CH:14][C:13]([C:23]2[CH:28]=[CH:27][CH:26]=[CH:25][CH:24]=2)=[CH:12][N:11]=1)=[NH:8] |f:2.3.4,5.6.7.8.9,10.11.12,13.14|. Starting materials: C(=O)N1CCNCC1 (N-formylpiperazine), ClCC=1NC2=C(N1)C=CC=C2 (2-chloromethylbenzimidazole). Yields the product C(=O)N1CCN(CC1)CC=1NC2=C(N1)C=CC=C2 (2-(4-formyl-1-piperazinyl)methylbenzimidazole). Isolated yield 78.1%. Reaction SMILES: [CH:1]([N:3]1[CH2:8][CH2:7][NH:6][CH2:5][CH2:4]1)=[O:2].Cl[CH2:10][C:11]1[NH:12][C:13]2[CH:19]=[CH:18][CH:17]=[CH:16][C:14]=2[N:15]=1>>[CH:1]([N:3]1[CH2:8][CH2:7][N:6]([CH2:10][C:11]2[NH:12][C:13]3[CH:19]=[CH:18][CH:17]=[CH:16][C:14]=3[N:15]=2)[CH2:5][CH2:4]1)=[O:2]. Procedure details: In the same manner as described in Reference Example 4, N-formylpiperazine (17 g) and 2-chloromethylbenzimidazole (9.0 g) are reacted, and the crude crystal thus obtained is recrystallized from ethyl acetate to give 2-(4-formyl-1-piperazinyl)methylbenzimidazole (10.3 g) as pale yellow flakes, m.p. 194.5°-197.5° C. Starting materials: ClC1=CC=C2C(C(NC2=C1)=O)C1=CC(=CC=C1)OC (rac-6-chloro-3-(3-methoxy-phenyl)-1,3-dihydro-indol-2-one), BrCC1=CC(=CC=C1)CF (1-bromomethyl-3-fluoromethyl-benzene), [I-].[K+] (potassium iodide), C([O-])([O-])=O.[K+].[K+] (potassium carbonate), CC(=O)C (acetone). The solvent is C(C)(=O)OCC (ethyl acetate). Conditions: temperature 60 celsius. Yields the product ClC1=CC=C2C(C(NC2=C1)=O)(C1=CC(=CC=C1)OC)CC1=CC(=CC=C1)F (rac-6-chloro-3-(3-fluoro-benzyl)-3-(3-methoxy-phenyl)-1,3-dihydro-indol-2-one). As a reaction SMILES: [Cl:1][C:2]1[CH:10]=[C:9]2[C:5]([CH:6]([C:12]3[CH:17]=[CH:16][CH:15]=[C:14]([O:18][CH3:19])[CH:13]=3)[C:7](=[O:11])[NH:8]2)=[CH:4][CH:3]=1.BrCC1C=C[CH:25]=[C:24]([CH2:28][F:29])C=1.[I-].[K+].[C:32](=O)([O-])[O-].[K+].[K+].[CH3:38][C:39]([CH3:41])=O>C(OCC)(=O)C>[Cl:1][C:2]1[CH:10]=[C:9]2[C:5]([C:6]([CH2:38][C:39]3[CH:41]=[CH:25][CH:24]=[C:28]([F:29])[CH:32]=3)([C:12]3[CH:17]=[CH:16][CH:15]=[C:14]([O:18][CH3:19])[CH:13]=3)[C:7](=[O:11])[NH:8]2)=[CH:4][CH:3]=1 |f:2.3,4.5.6|. Reported procedure: A mixture of rac-6-chloro-3-(3-methoxy-phenyl)-1,3-dihydro-indol-2-one (50 mg, 0.18 mmol) (from Example 6b supra), 1-bromomethyl-3-fluoromethyl-benzene (41 mg, 0.21 mmol) (Aldrich), potassium iodide (36 mg, 0.21 mmol) and potassium carbonate (54 mg, 0.39 mmol) in acetone (2 mL) was heated at 60° C. for 3 hours in a capped pressure tube. After cooling, mixture was diluted with ethyl acetate and extracted with water and brine. Aqueous layers were back washed with ethyl acetate. Organic layers were... Reactants: C(C1=CC=NC=C1)(=O)Cl (Isonicotinoyl chloride), C(CCC)N (n-butylamine), O (water). Solvent: C1(=CC=CC=C1)C (toluene). Reaction conditions: time 8 hour. The product is C(CCC)NC(=O)C1CCNCC1 (4-(N-n-butylcarbamoyl)piperidine). Yield: 14.4%. RXN SMILES: [C:1](Cl)(=[O:8])[C:2]1[CH:7]=[CH:6][N:5]=[CH:4][CH:3]=1.[CH2:10]([NH2:14])[CH2:11][CH2:12][CH3:13].O>C1(C)C=CC=CC=1>[CH2:10]([NH:14][C:1]([CH:2]1[CH2:7][CH2:6][NH:5][CH2:4][CH2:3]1)=[O:8])[CH2:11][CH2:12][CH3:13]. Reported procedure: Isonicotinoyl chloride (100.0 g) was added over 1 hour to a solution of n-butylamine (51.6 g) in toluene (600 ml) at 0°. The mixture was allowed to stand overnight, heated on a steam bath for 1/2 hour, then water was added. The aqueous layer was separated, basified to about pH 12 (NaOH), and extracted with ethyl acetate (2 times). The combined organic extracts were dried (MgSO4), evaporated and the resulting residue (36.0 g) dissolved in acetic acid (400 ml) and hydrogenated at 50 p.s.i./30° in ... The product is CCOC(=O)c1cc2cc(-c3ccc(OC(C)C)nc3)ccc2n1-c1ccc(OC(C)C)cc1. Reaction SMILES: [Br:31][c:32]1[cH:33][cH:34][c:35]([O:38][CH:39]([CH3:40])[CH3:41])[cH:36][cH:37]1.[CH2:7]([CH3:8])[O:9][C:10](=[O:11])[c:12]1[nH:13][c:14]2[cH:15][cH:16][c:17](-[c:21]3[cH:22][n:23][c:24]([O:27][CH:28]([CH3:29])[CH3:30])[cH:25][cH:26]3)[cH:18][c:19]2[cH:20]1.[CH3:1][NH:2][CH2:3][CH2:4][NH:5][CH3:6].[CH3:52][c:53]1[cH:54][cH:55][cH:56][cH:57][cH:58]1.[Cu:50][I:51].[K+:47].[K+:48].[K+:49].[P:42]([O-:43])([O-:44])([O-:45])=[O:46]>>[CH2:7]([CH3:8])[O:9][C:10](=[O:11])[c:12]1[n:13](-[c:32]2[cH:33][cH:34][c:35]([O:38][CH:39]([CH3:40])[CH3:41])[cH:36][cH:37]2)[c:14]2[cH:15][cH:16][c:17](-[c:21]3[cH:22][n:23][c:24]([O:27][CH:28]([CH3:29])[CH3:30])[cH:25][cH:26]3)[cH:18][c:19]2[cH:20]1. Starting materials: CC(C)Oc1ccc(Br)cc1, CCOC(=O)c1cc2cc(-c3ccc(OC(C)C)nc3)ccc2[nH]1, CNCCNC, Cc1ccccc1, [Cu]I, [K+], [K+], [K+], O=P([O-])([O-])[O-].